From a dataset of the Open Reaction Database (ORD), a public repository of structured organic reaction records. describe an organic reaction: reactants, conditions, products, and yield Reactants: COc1ccc2nc(Br)sc2c1, O=C([O-])[O-], CC(=O)[O-], CC(=O)[O-], CCCCP(CCCC)CCCC, [Cs+], [Cs+], Br[Cu]Br, O=[N+]([O-])c1ccc(I)cc1, CN(C)C=O, [Pd+2]. Product: COc1ccc2nc(-c3ccc([N+](=O)[O-])cc3)sc2c1. Reaction SMILES: [Br:1][c:2]1[s:3][c:4]2[c:5]([n:6]1)[cH:7][cH:8][c:9]([O:11][CH3:12])[cH:10]2.[C:23](=[O:24])([O-:25])[O-:26].[C:47]([O-:48])(=[O:49])[CH3:50].[C:52]([O-:53])(=[O:54])[CH3:55].[CH2:29]([P:30]([CH2:31][CH2:32][CH2:33][CH3:34])[CH2:35][CH2:36][CH2:37][CH3:38])[CH2:39][CH2:40][CH3:41].[Cs+:27].[Cs+:28].[Cu:56]([Br:57])[Br:58].[I:13][c:14]1[cH:15][cH:16][c:17]([N+:20](=[O:21])[O-:22])[cH:18][cH:19]1.[O:42]=[CH:43][N:44]([CH3:45])[CH3:46].[Pd+2:51]>>[c:2]1(-[c:14]2[cH:15][cH:16][c:17]([N+:20](=[O:21])[O-:22])[cH:18][cH:19]2)[s:3][c:4]2[c:5]([n:6]1)[cH:7][cH:8][c:9]([O:11][CH3:12])[cH:10]2. Reactants: C(C)(=O)[O-].[Na+] (Sodium acetate), FC(OC1=CC=C(C=C1)N1N=C(N=C1)C1=CC=C(C=C1)CCCN)(F)F (3-(4-(1-(4-(trifluoromethoxy)phenyl)-1H-1,2,4-triazol-3-yl)phenyl)propan-1-amine), COC1=CC(=C(C=C1)NC(=S)N)C (1-(4-methoxy-2-methylphenyl)thiourea). The product is COC1=CC(=C(C=C1)NC(=S)NC(=O)NCCCC1=CC=C(C=C1)C1=NN(C=N1)C1=CC=C(C=C1)OC(F)(F)F)C (1-[(4-methoxy-2-methyl-phenyl)carbamothioyl]-3-[3-[4-[1-[4-(trifluoromethoxy)phenyl]-1H-1,2,4-triazol-3-yl]phenyl]propyl]urea), solid. Isolated yield 38.0%. As a reaction SMILES: [F:1][C:2]([F:26])([F:25])[O:3][C:4]1[CH:9]=[CH:8][C:7]([N:10]2[CH:14]=[N:13][C:12]([C:15]3[CH:20]=[CH:19][C:18]([CH2:21][CH2:22][CH2:23][NH2:24])=[CH:17][CH:16]=3)=[N:11]2)=[CH:6][CH:5]=1.[CH3:27][O:28][C:29]1[CH:34]=[CH:33][C:32]([NH:35][C:36]([NH2:38])=[S:37])=[C:31]([CH3:39])[CH:30]=1.[C:40]([O-])(=[O:42])C.[Na+]>>[CH3:27][O:28][C:29]1[CH:34]=[CH:33][C:32]([NH:35][C:36]([NH:38][C:40]([NH:24][CH2:23][CH2:22][CH2:21][C:18]2[CH:19]=[CH:20][C:15]([C:12]3[N:13]=[CH:14][N:10]([C:7]4[CH:6]=[CH:5][C:4]([O:3][C:2]([F:1])([F:25])[F:26])=[CH:9][CH:8]=4)[N:11]=3)=[CH:16][CH:17]=2)=[O:42])=[S:37])=[C:31]([CH3:39])[CH:30]=1 |f:2.3|. Procedure details: The title compound was prepared as described in Example 63 using 3-(4-(1-(4-(trifluoromethoxy)phenyl)-1H-1,2,4-triazol-3-yl)phenyl)propan-1-amine (C60) and 1-(4-methoxy-2-methylphenyl)thiourea. Sodium acetate was used in place of sodium bicarbonate. The title compound was isolated as a white solid (0.119 g, 38%): 1H NMR (400 MHz, DMSO-d6) δ 11.79 (s, 1H), 10.00 (s, 1H), 9.39 (s, 1H), 8.16-7.98 (m, 4H), 7.70-7.57 (m, 2H), 7.38 (dd, J=8.4, 1.9 Hz, 3H), 7.08 (t, J=5.7 Hz, 1H), 6.84 (d, J=2.9 Hz, 1H... Reactants: CO, COC(=O)C1CCC(C)CC1O, [Na+], [OH-]. Yields the product CC1CCC(C(=O)O)C(O)C1. As a reaction SMILES: [CH3:15][OH:16].[CH3:1][O:2][C:3](=[O:4])[CH:5]1[CH:6]([OH:12])[CH2:7][CH:8]([CH3:11])[CH2:9][CH2:10]1.[Na+:14].[OH-:13]>>[O:2]=[C:3]([OH:4])[CH:5]1[CH:6]([OH:12])[CH2:7][CH:8]([CH3:11])[CH2:9][CH2:10]1. Reactants: BrCC1CC1, O=C([O-])[O-], CC(C)=O, [K+], [K+], Oc1ccc2[nH]ccc2c1. Yields the product c1cc2cc(OCC3CC3)ccc2[nH]1. Reaction SMILES: [Br:11][CH2:12][CH:13]1[CH2:14][CH2:15]1.[C:16](=[O:17])([O-:18])[O-:19].[CH3:22][C:23](=[O:24])[CH3:25].[K+:20].[K+:21].[OH:1][c:2]1[cH:3][c:4]2[cH:5][cH:6][nH:7][c:8]2[cH:9][cH:10]1>>[O:1]([c:2]1[cH:3][c:4]2[cH:5][cH:6][nH:7][c:8]2[cH:9][cH:10]1)[CH2:12][CH:13]1[CH2:14][CH2:15]1.